This data is from the Open Reaction Database (ORD), a public repository of structured organic reaction records. The task is: describe an organic reaction: reactants, conditions, products, and yield Yield: 11.0%. The product is FC(C=1C=C(CN([C@H]2C[C@H](N(C2)CC2=CC(=CC=C2)Cl)C(=O)N2CCN(CC2)C2=C(C=CC=C2)F)C)C=C(C1)C(F)(F)F)(F)F ([(2S,4S)-4-[(3,5-Bis-trifluoromethyl-benzyl)-methyl-amino]-1-(3-chloro-benzyl)-pyrrolidin-2-yl]-[4-(2-fluoro-phenyl)-piperazin-1-yl]-methanone). As a reaction SMILES: [F:1][C:2]([F:33])([F:32])[C:3]1[CH:4]=[C:5]([CH:25]=[C:26]([C:28]([F:31])([F:30])[F:29])[CH:27]=1)[CH2:6][N:7]([CH3:24])[C@@H:8]1[CH2:12][N:11]([CH2:13][C:14]2[CH:19]=[CH:18][CH:17]=[C:16]([Cl:20])[CH:15]=2)[C@H:10]([C:21]([OH:23])=O)[CH2:9]1.[F:34][C:35]1[CH:40]=[CH:39][CH:38]=[CH:37][C:36]=1[N:41]1[CH2:46][CH2:45][NH:44][CH2:43][CH2:42]1>>[F:29][C:28]([F:31])([F:30])[C:26]1[CH:25]=[C:5]([CH:4]=[C:3]([C:2]([F:1])([F:32])[F:33])[CH:27]=1)[CH2:6][N:7]([CH3:24])[C@@H:8]1[CH2:12][N:11]([CH2:13][C:14]2[CH:19]=[CH:18][CH:17]=[C:16]([Cl:20])[CH:15]=2)[C@H:10]([C:21]([N:44]2[CH2:43][CH2:42][N:41]([C:36]3[CH:37]=[CH:38][CH:39]=[CH:40][C:35]=3[F:34])[CH2:46][CH2:45]2)=[O:23])[CH2:9]1. Reactants: FC(C=1C=C(CN([C@H]2C[C@H](N(C2)CC2=CC(=CC=C2)Cl)C(=O)O)C)C=C(C1)C(F)(F)F)(F)F ((2S,4S)-4-[(3,5-bis-trifluoromethyl-benzyl)-methyl-amino]-1-(3-chloro-benzyl)-pyrrolidine-2-carboxylic acid), FC1=C(C=CC=C1)N1CCNCC1 (1-(2-fluoro-phenyl)-piperazine). Reported procedure: As described for Example 64e, (2S,4S)-4-[(3,5-bis-trifluoromethyl-benzyl)-methyl-amino]-1-(3-chloro-benzyl)-pyrrolidine-2-carboxylic acid (μmol) was converted, using 1-(2-fluoro-phenyl)-piperazine instead of 2-cyclohexyl-1,3,8-triaza-spiro[4.5]dec-1-en-4-one, to the title compound (72 mg) in 11% yield as colorless oil. Starting materials: NC1=CC=C(C=C1)C1NC2=CC=C(C=C2CC1(C)C)C(=O)O (2-(4-aminophenyl)-3,3-dimethyl-1,2,3,4-tetrahydroquinoline-6-carboxylic acid), CC1=CC=C(C=C1)S(=O)(=O)Cl (4-methylbenzene-1-sulfonyl chloride), resultant mixture. The solvent is N1=CC=CC=C1 (pyridine). Run at time 8 hour. Product: CC1(C(NC2=CC=C(C=C2C1)C(=O)O)C1=CC=C(C=C1)NS(=O)(=O)C1=CC=C(C=C1)C)C (3,3-dimethyl-2-(4-(4-methylphenylsulfonamido)phenyl)-1,2,3,4-tetrahydroquinoline-6-carboxylic acid). Yield: 57.5%. Reaction SMILES: [NH2:1][C:2]1[CH:7]=[CH:6][C:5]([CH:8]2[C:17]([CH3:19])([CH3:18])[CH2:16][C:15]3[C:10](=[CH:11][CH:12]=[C:13]([C:20]([OH:22])=[O:21])[CH:14]=3)[NH:9]2)=[CH:4][CH:3]=1.[CH3:23][C:24]1[CH:29]=[CH:28][C:27]([S:30](Cl)(=[O:32])=[O:31])=[CH:26][CH:25]=1>N1C=CC=CC=1>[CH3:19][C:17]1([CH3:18])[CH2:16][C:15]2[C:10](=[CH:11][CH:12]=[C:13]([C:20]([OH:22])=[O:21])[CH:14]=2)[NH:9][CH:8]1[C:5]1[CH:4]=[CH:3][C:2]([NH:1][S:30]([C:27]2[CH:28]=[CH:29][C:24]([CH3:23])=[CH:25][CH:26]=2)(=[O:32])=[O:31])=[CH:7][CH:6]=1. Reported procedure: To a solution of 2-(4-aminophenyl)-3,3-dimethyl-1,2,3,4-tetrahydroquinoline-6-carboxylic acid (80 mg, 0.27 mmol) in pyridine (5 mL) was added 4-methylbenzene-1-sulfonyl chloride (57 mg, 0.30 mmol) with ice cooling. Upon completion of the addition, the resultant mixture was allowed to warm back to room temperature and stir overnight. LC-MS showed the reaction was complete. Pyridine was removed in vacuo and the residue was purified by preparative Thin layer chromatography to afford 70 mg of 3,3-di... Reactants: C(C)(C)OC1=CC=C(C=CC=O)C=C1 (4-isopropoxycinnamaldehyde), S1C(NC(C1)=O)=O (2,4-thiazolidinedione), N1CCCCC1 (piperidine). Run in C(C)(=O)O (acetic acid). The product is C(C)(C)OC1=CC=C(C=C1)CCCC1C(NC(S1)=O)=O (5-[3-(4-isopropoxyphenyl)propyl]-2,4-thiazolidinedione). Isolated yield 39.0%. As a reaction SMILES: [CH:1]([O:4][C:5]1[CH:14]=[CH:13][C:8]([CH:9]=[CH:10][CH:11]=O)=[CH:7][CH:6]=1)([CH3:3])[CH3:2].[S:15]1[CH2:19][C:18](=[O:20])[NH:17][C:16]1=[O:21].N1CCCCC1>C(O)(=O)C>[CH:1]([O:4][C:5]1[CH:14]=[CH:13][C:8]([CH2:9][CH2:10][CH2:11][CH:19]2[S:15][C:16](=[O:21])[NH:17][C:18]2=[O:20])=[CH:7][CH:6]=1)([CH3:3])[CH3:2]. Reported procedure: A mixture of 4-isopropoxycinnamaldehyde (6.00 g), 2,4-thiazolidinedione (5.54 g), piperidine (2.69 g) and acetic acid (30 ml) was heated under reflux for 5 hours. The reaction mixture was concentrated under reduced pressure to give precipitated crystals of 5-(4-isopropoxycinnamylidene)-2,4-thiazolidinedione, and the crystals (4.40 g) were collected by filtration and washed with ethyl acetate. The crystals were dissolved in tetrahydrofuran (100 ml), 5% palladium-carbon (2.20 g) was added, and the... Run in O1CCCC1 (tetrahydrofuran), O (water). RXN SMILES: [N:1]([CH2:4][C:5]1[O:6][C:7]([CH:10]([F:12])[F:11])=[CH:8][CH:9]=1)=[N+]=[N-].C1(P(C2C=CC=CC=2)C2C=CC=CC=2)C=CC=CC=1>O1CCCC1.O>[F:11][CH:10]([F:12])[C:7]1[O:6][C:5]([CH2:4][NH2:1])=[CH:9][CH:8]=1. Isolated yield 70.0%. The product is FC(C1=CC=C(O1)CN)F ((5-(difluoromethyl)furan-2-yl)methanamine). The reactants are N(=[N+]=[N-])CC=1OC(=CC1)C(F)F (2-(azidomethyl)-5-(difluoromethyl)furan), C1(=CC=CC=C1)P(C1=CC=CC=C1)C1=CC=CC=C1 (triphenylphosphine). Conditions: time 18 hour. Reported procedure: To a solution of 2-(azidomethyl)-5-(difluoromethyl)furan (0.50 g, 2.92 mmol) in a mixture of tetrahydrofuran (10 mL) and water (1 mL) was added triphenylphosphine (1.15 g, 4.39 mmol). The reaction mixture was stirred at ambient temperature for 18 hours. The solvent was removed in vacuo and the residue was purified on strong cation exchange column to afford (5-(difluoromethyl)furan-2-yl)methanamine as a yellow oil in 70% yield (0.30 g): MS (ES+) m/z 3148.2 (M+1). Reactants: [Cl-].[NH4+] (ammonium chloride), ethereal solution, C[Mg]Br (methylmagnesium bromide), CC(C)N1CCCC2=CC(=CC=C12)C=O (1-(1-methylethyl)-1,2,3,4-tetrahydroquinoline-6-carbaldehyde). Run in CCOCC (ether). Reaction conditions: time 1 hour. The product is CC(C)N1CCCC2=CC(=CC=C12)C(C)O (1-[1-(1-methylethyl)-1,2,3,4-tetrahydroquinolin-6-yl]ethanol). Reaction SMILES: [CH3:1][Mg]Br.[CH3:4][CH:5]([N:7]1[C:16]2[C:11](=[CH:12][C:13]([CH:17]=[O:18])=[CH:14][CH:15]=2)[CH2:10][CH2:9][CH2:8]1)[CH3:6].[Cl-].[NH4+]>CCOCC>[CH3:6][CH:5]([N:7]1[C:16]2[C:11](=[CH:12][C:13]([CH:17]([OH:18])[CH3:1])=[CH:14][CH:15]=2)[CH2:10][CH2:9][CH2:8]1)[CH3:4] |f:2.3|. Procedure details: 4.9 ml (15 mmol) of a 3.0M ethereal solution of methylmagnesium bromide was diluted with 15 ml of ether. An ethereal solution of 2.0 g (10 mmol) of 1-(1-methylethyl)-1,2,3,4-tetrahydroquinoline-6-carbaldehyde was dropped into the dilution prepared above at room temperature. The obtained mixture was stirred at room temperature for one hour, followed by the addition of an aqueous solution of ammonium chloride. The resulting mixture was extracted with thyl acetate. The organic phase was washed with... The reactants are Cl (hydrochloric acid), O=C(C(=O)O)C(C)C1=CC=CC=C1 (2-oxo-3-phenylbutanoic acid), aqueous solution, [OH-].[Li+] (lithium hydroxide), C1(=CC=CC=C1)CC(C(=O)O)=O (phenylpyruvic acid). Run in O1CCCC1 (tetrahydrofuran). The product is O=C(C(=O)O)C(C)(C1=CC=CC=C1)C (2-oxo-3-methyl-3-phenylbutanoic acid). Isolated yield 85.0%. Reaction SMILES: [OH-].[Li+].[C:3]1(CC(=O)C(O)=O)C=CC=CC=1.Cl.[O:16]=[C:17]([CH:21]([C:23]1[CH:28]=[CH:27][CH:26]=[CH:25][CH:24]=1)[CH3:22])[C:18]([OH:20])=[O:19]>O1CCCC1>[O:16]=[C:17]([C:21]([CH3:3])([C:23]1[CH:28]=[CH:27][CH:26]=[CH:25][CH:24]=1)[CH3:22])[C:18]([OH:20])=[O:19] |f:0.1|. Procedure details: A 2.25N aqueous solution of lithium hydroxide (4.0 ml, 9.0 mmoles) and 6 ml of tetrahydrofuran were added to 0.492 g (3.0 mmoles) of phenylpyruvic acid. The mixture was gradually heated with ice cooling to react it for 12 hours. After the reaction, 20 ml of 1N hydrochloric acid was added, and the mixture was extracted with ether. The organic layer was dried over magnesium sulfate. The drying reagent was separated by filtration, and the solvent was evaporated under reduced pressure to give a pale... The reactants are C(C)OC(CCCP(=O)(OCC1=CC=CC=C1)OCC1=CC=CC=C1)=O (4-(Bis-benzyloxy-phosphoryl)-butyric acid ethyl ester), O.[OH-].[Li+] (lithium hydroxide-mono hydrate). Solvent: C1CCOC1 (THF), O (water). Reaction conditions: time 1 hour. Yields the product C(C1=CC=CC=C1)OP(=O)(OCC1=CC=CC=C1)CCCC(=O)O (4-(Bis-benzyloxy-phosphoryl)-butyric acid). Reaction SMILES: C([O:3][C:4](=[O:26])[CH2:5][CH2:6][CH2:7][P:8]([O:18][CH2:19][C:20]1[CH:25]=[CH:24][CH:23]=[CH:22][CH:21]=1)([O:10][CH2:11][C:12]1[CH:17]=[CH:16][CH:15]=[CH:14][CH:13]=1)=[O:9])C.O.[OH-].[Li+]>C1COCC1.O>[CH2:19]([O:18][P:8]([CH2:7][CH2:6][CH2:5][C:4]([OH:26])=[O:3])([O:10][CH2:11][C:12]1[CH:17]=[CH:16][CH:15]=[CH:14][CH:13]=1)=[O:9])[C:20]1[CH:25]=[CH:24][CH:23]=[CH:22][CH:21]=1 |f:1.2.3|. Procedure details: A solution of the compound of example 73 (8.66 g, 23.02 mmol) in THF (150 mL) was treated drop wise with a solution of lithium hydroxide-mono hydrate (1.97 g, 46.04 mmol) in water (150 mL). The reaction was complete after about 1 h, according to TLC analysis. Most of the solvent was evaporated. The residue was partitioned between water and ether. The organic phase was separated and the alkaline phase was extracted again with ether. It was next acidified with HCl (6M) to pH˜1 followed by several ... Yields the product COc1cccc2[nH]nc(N(S(=O)(=O)c3ccc(Cl)s3)S(=O)(=O)c3ccc(Cl)s3)c12. As a reaction SMILES: [Cl:1][c:2]1[cH:3][cH:4][c:5]([S:7](=[O:8])(=[O:9])[N:10]([c:11]2[n:12][n:13]([C:22]([O:23][C:24]([CH3:25])([CH3:26])[CH3:27])=[O:28])[c:14]3[cH:15][cH:16][cH:17][c:18]([O:20][CH3:21])[c:19]23)[S:29](=[O:30])(=[O:31])[c:32]2[s:33][c:34]([Cl:37])[cH:35][cH:36]2)[s:6]1.[Cl:45][CH2:46][Cl:47].[F:38][C:39]([F:40])([F:41])[C:42]([OH:43])=[O:44].[OH2:48]>>[Cl:1][c:2]1[cH:3][cH:4][c:5]([S:7](=[O:8])(=[O:9])[N:10]([c:11]2[n:12][nH:13][c:14]3[cH:15][cH:16][cH:17][c:18]([O:20][CH3:21])[c:19]23)[S:29](=[O:30])(=[O:31])[c:32]2[s:33][c:34]([Cl:37])[cH:35][cH:36]2)[s:6]1. Reactants: COc1cccc2c1c(N(S(=O)(=O)c1ccc(Cl)s1)S(=O)(=O)c1ccc(Cl)s1)nn2C(=O)OC(C)(C)C, ClCCl, O=C(O)C(F)(F)F, O.